Dataset: the Open Reaction Database (ORD), a public repository of structured organic reaction records. Task: describe an organic reaction: reactants, conditions, products, and yield RXN SMILES: [CH:1]12[CH2:11][CH:6]3[CH2:7][CH:8]([CH2:10][CH:3]([N:4]([C:12](=[O:16])[CH2:13][CH2:14]Br)[CH2:5]3)[CH2:2]1)[CH2:9]2.Cl.Cl.[N:19]1[CH:24]=[CH:23][CH:22]=[N:21][C:20]=1[N:25]1[CH2:30][CH2:29][NH:28][CH2:27][CH2:26]1.C(N(C(C)C)CC)(C)C.O>CN(C)C=O>[CH:1]12[CH2:11][CH:6]3[CH2:7][CH:8]([CH2:10][CH:3]([N:4]([C:12](=[O:16])[CH2:13][CH2:14][N:28]4[CH2:29][CH2:30][N:25]([C:20]5[N:19]=[CH:24][CH:23]=[CH:22][N:21]=5)[CH2:26][CH2:27]4)[CH2:5]3)[CH2:2]1)[CH2:9]2 |f:1.2.3|. Solvent: CN(C=O)C (dimethylformamide). Procedure: A solution of 1-(4-azatricyclo[4.3.1.1(3,8)]undec-4-yl)-3-bromo-1-propanone (2.00 g, 6.99 mmol), 1-(2-pyrimidinyl)piperazine dihydrochloride (1.66 g, 7.00 mmol), diisopropylethylamine (3.6 mL, 21 mmol) in anhydrous dimethylformamide (100 mL) was heated at 60° C. for 23 hours. The reaction mixture was poured into water (700 mL) and extracted with ethyl acetate (2×200 mL). The combined organic layers were dried, preadsorbed into silica gel, and purified by flash chromatography (8 cm diameter, elut... Yield: 31.0%. Starting materials: O (water), C12CC3N(CC(CC(C1)C3)C2)C(CCBr)=O (1-(4-azatricyclo[4.3.1.1(3,8)]undec-4-yl)-3-bromo-1-propanone), Cl.Cl.N1=C(N=CC=C1)N1CCNCC1 (1-(2-pyrimidinyl)piperazine dihydrochloride), C(C)(C)N(CC)C(C)C (diisopropylethylamine). Run at time 2 hour. The product is C12CC3N(CC(CC(C1)C3)C2)C(CCN2CCN(CC2)C2=NC=CC=N2)=O (1-(4-Azatricyclo[4.3.1.1(3,8)]undec-4-yl)-3-[4-(2-pyrimidinyl)-1-piperazinyl]-1-propanone). The reactants are [K+], [Na+], O=[N+]([O-])[O-], O=C([O-])O, O=S(=O)(Cl)Cl, O=C(CCCS)OCc1ccccc1. The product is O=C(CCCS(=O)(=O)Cl)OCc1ccccc1. Reaction SMILES: [K+:15].[Na+:29].[O-:16][N+:17](=[O:18])[O-:19].[O-:25][C:26]([OH:27])=[O:28].[S:20](=[O:21])(=[O:22])([Cl:23])[Cl:24].[SH:1][CH2:2][CH2:3][CH2:4][C:5](=[O:6])[O:7][CH2:8][c:9]1[cH:10][cH:11][cH:12][cH:13][cH:14]1>>[CH2:2]([CH2:3][CH2:4][C:5](=[O:6])[O:7][CH2:8][c:9]1[cH:10][cH:11][cH:12][cH:13][cH:14]1)[S:20](=[O:21])(=[O:22])[Cl:24]. The reactants are C(C)(=O)O (acetic acid), Cl (hydrogen chloride), 2-(allyl carboxylate)-3-(monofluoroacetyl)-7-(R,S)-(t-butoxycarbonylamino)-8-oxo-1,5-diazabicyclo, CC=CCCCCC (octa-2-ene). Run at time 10 minute. Yields the product 2-(allyl carboxylate)-3-(monofluoroacetyl)-7-(R,S)-amino-8-oxo-1,5-diazabicyclo, Cl.CC=CCCCCC (octa-2-ene hydrochloride). RXN SMILES: [CH3:1][CH:2]=[CH:3][CH2:4][CH2:5][CH2:6][CH2:7][CH3:8].C(O)(=O)C.[ClH:13]>>[ClH:13].[CH3:1][CH:2]=[CH:3][CH2:4][CH2:5][CH2:6][CH2:7][CH3:8] |f:3.4|. Procedure: Under a nitrogen atmosphere, 2-(allyl carboxylate)-3-(monofluoroacetyl)-7-(R,S)-(t-butoxycarbonylamino)-8-oxo-1,5-diazabicyclo 3.3.0]octa-2-ene (190 mg, 0.5 mmol) was combined with a glacial acetic acid solution that was 3N in anhydrous hydrogen chloride (10 ml). The solution was stirred at room temperature for 10 minutes then concentrated in vacuo. The remaining volatiles on the concentrate were removed by azeotropic distillation with methylene chloride (2 x) to give 2-(allyl carboxylate)-3-(mo... Reactants: C(C)OC(C(C(=O)OCC)C=1C=C(C=CC1)C1=C(C(=CC=C1)Cl)Cl)=O (2-(2′,3′-Dichloro-[1,1′-biphenyl]-3-yl)propanedioic acid 1,3-diethyl ester), C(C)OC(C(C(=O)OCC)C=1C=C(C=CC1)C1=C(C(=CC=C1)Cl)Cl)=O (2-(2′,3′-dichloro-[1,1′-biphenyl]-3-yl)propanedioic acid 1,3-diethyl ester), [OH-].[Na+] (sodium hydroxide). Run at temperature 70 celsius. Product: ClC1=C(C=CC=C1Cl)C1=CC(=CC=C1)C(C(=O)O)C(=O)O (2-(2′,3′-dichloro[1,1′-biphenyl]-3-yl)propanedioic acid). RXN SMILES: C([O:3][C:4](=[O:25])[CH:5]([C:11]1[CH:12]=[C:13]([C:17]2[CH:22]=[CH:21][CH:20]=[C:19]([Cl:23])[C:18]=2[Cl:24])[CH:14]=[CH:15][CH:16]=1)[C:6]([O:8]CC)=[O:7])C.[OH-].[Na+]>>[Cl:24][C:18]1[C:19]([Cl:23])=[CH:20][CH:21]=[CH:22][C:17]=1[C:13]1[CH:14]=[CH:15][CH:16]=[C:11]([CH:5]([C:4]([OH:25])=[O:3])[C:6]([OH:8])=[O:7])[CH:12]=1 |f:1.2|. Reported procedure: 2-(2′,3′-Dichloro-[1,1′-biphenyl]-3-yl)propanedioic acid 1,3-diethyl ester (i.e. the product of Step B, 0.30 g, 0.79 mmol) was added to 2% aqueous sodium hydroxide (5 mL), and the reaction mixture was heated at 70° C. for 20 min. The reaction mixture was cooled, quenched with 6 N aqueous hydrochloric acid, and extracted with ethyl acetate. The organic layer was separated, washed with brine, dried over sodium sulfate, and concentrated under reduced pressure to yield the title compound (0.20 g). Yields the product CCN(CC1CCCC1)c1cc2c(cc1CNCc1cc(C(F)(F)F)cc(C(F)(F)F)c1)CCC2. Reaction SMILES: [C:37]([O:38][BH-:39]([O:40][C:41](=[O:42])[CH3:43])[O:44][C:45](=[O:46])[CH3:47])(=[O:48])[CH3:49].[CH:1]1([CH2:6][N:7]([CH2:8][CH3:9])[c:10]2[c:11]([CH:19]=[O:20])[cH:12][c:13]3[c:17]([cH:18]2)[CH2:16][CH2:15][CH2:14]3)[CH2:2][CH2:3][CH2:4][CH2:5]1.[Cl:51][CH2:52][Cl:53].[F:21][C:22]([c:23]1[cH:24][c:25]([CH2:26][NH2:27])[cH:28][c:29]([C:31]([F:32])([F:33])[F:34])[cH:30]1)([F:35])[F:36].[Na+:50]>>[CH:1]1([CH2:6][N:7]([CH2:8][CH3:9])[c:10]2[c:11]([CH2:19][NH:27][CH2:26][c:25]3[cH:24][c:23]([C:22]([F:21])([F:35])[F:36])[cH:30][c:29]([C:31]([F:32])([F:33])[F:34])[cH:28]3)[cH:12][c:13]3[c:17]([cH:18]2)[CH2:16][CH2:15][CH2:14]3)[CH2:2][CH2:3][CH2:4][CH2:5]1. The reactants are CC(=O)O[BH-](OC(C)=O)OC(C)=O, CCN(CC1CCCC1)c1cc2c(cc1C=O)CCC2, ClCCl, NCc1cc(C(F)(F)F)cc(C(F)(F)F)c1, [Na+]. Reactants: C(C)(C)(C)OC(=O)N1CC(NCC1)=O (3-oxopiperazine-1-carboxylic acid tert-butyl ester), C(C)(C)(C)OC(=O)N1CCC(CC1)CCCBr (4-(3-bromopropyl)-piperidine-1-carboxylic acid tert-butyl ester), BrCC1=CC=C2C(=NC=NC2=C1)Cl (7-bromomethyl-4-chloroquinazoline). Product: C(C1=CC=CC=C1)OC(=O)N1CC(N(CC1)CCCC1CCN(CC1)C(=O)OC(C)(C)C)=O (4-[3-(1-tert-butoxycarbonyl-piperidin-4-yl)-propyl]-3-oxo-piperazine-1-carboxylic acid benzyl ester). RXN SMILES: [C:1]([O:5][C:6]([N:8]1[CH2:13][CH2:12][NH:11][C:10](=[O:14])[CH2:9]1)=[O:7])([CH3:4])(C)C.[C:15]([O:19][C:20]([N:22]1[CH2:27][CH2:26][CH:25]([CH2:28][CH2:29][CH2:30]Br)[CH2:24][CH2:23]1)=[O:21])([CH3:18])([CH3:17])[CH3:16].BrC[C:34]1[CH:43]=[C:42]2C(C(Cl)=NC=N2)=[CH:36][CH:35]=1>>[CH2:1]([O:5][C:6]([N:8]1[CH2:13][CH2:12][N:11]([CH2:30][CH2:29][CH2:28][CH:25]2[CH2:26][CH2:27][N:22]([C:20]([O:19][C:15]([CH3:18])([CH3:17])[CH3:16])=[O:21])[CH2:23][CH2:24]2)[C:10](=[O:14])[CH2:9]1)=[O:7])[C:4]1[CH:42]=[CH:43][CH:34]=[CH:35][CH:36]=1. Reported procedure: The title compound is prepared as described in EXAMPLE 72, Part A, substituting 3-oxopiperazine-1-carboxylic acid benzyl ester for 3-oxopiperazine-1-carboxylic acid tert-butyl ester and 4-(3-bromopropyl)-piperidine-1-carboxylic acid tert-butyl ester for 7-bromomethyl-4-chloroquinazoline. The title compound is obtained as a white foam. 1H NMR (CDCl3, 300 MHz) δ7.38 (m, 5H), 5.12 (s, 2H), 4.18 (m, 4H), 3.73 (m, 2H), 3.33 (m, 4H), 2.66 (m, 2H), 1.58 (m, 6H), 1.42 (s, 9H), 1.38 (m, 3H). The reactants are C(CC1=CC=CC=C1)N (Phenethylamine), COC(=O)C=1OC(=CC1)S(=O)(=O)N1CCC(CC1)NC(=O)OC(C)(C)C (5-(4-tert-butoxycarbonylamino-piperidine-1-sulfonyl)-furan-2-carboxylic acid methyl ester). The solvent is CO (methanol). Reaction conditions: temperature 45 celsius, time 8 hour. The product is C(C)(C)(C)OC(NC1CCN(CC1)S(=O)(=O)C=1OC(=CC1)C(NCCC1=CC=CC=C1)=O)=O ([1-(5-Phenethylcarbamoyl-furan-2-sulfonyl)-piperidin-4-yl]-carbamic acid tert-butyl ester). The yield is 96.3%. RXN SMILES: [CH2:1]([NH2:9])[CH2:2][C:3]1[CH:8]=[CH:7][CH:6]=[CH:5][CH:4]=1.C[O:11][C:12]([C:14]1[O:15][C:16]([S:19]([N:22]2[CH2:27][CH2:26][CH:25]([NH:28][C:29]([O:31][C:32]([CH3:35])([CH3:34])[CH3:33])=[O:30])[CH2:24][CH2:23]2)(=[O:21])=[O:20])=[CH:17][CH:18]=1)=O>CO>[C:32]([O:31][C:29](=[O:30])[NH:28][CH:25]1[CH2:26][CH2:27][N:22]([S:19]([C:16]2[O:15][C:14]([C:12](=[O:11])[NH:9][CH2:1][CH2:2][C:3]3[CH:8]=[CH:7][CH:6]=[CH:5][CH:4]=3)=[CH:18][CH:17]=2)(=[O:21])=[O:20])[CH2:23][CH2:24]1)([CH3:35])([CH3:33])[CH3:34]. Reported procedure: Phenethylamine (0.5 g, 4.1 mmol) was added in one portion to a stirred solution of 5-(4-tert-butoxycarbonylamino-piperidine-1-sulfonyl)-furan-2-carboxylic acid methyl ester (0.4 g, 1.0 mmol) in methanol (10 ml) at room temperature. The reaction mixture was then heated to 45° C. and stirred at this temperature overnight, after which time the mixture was concentrated. The resulting residue was dissolved in DCM (100 ml), washed sequentially with HCl (1M solution, 50 ml), NaOH (1M solution, 50 ml) a...